From a dataset of the Open Reaction Database (ORD), a public repository of structured organic reaction records. describe an organic reaction: reactants, conditions, products, and yield Reactants: O=C1CCC(=O)N1Br, O=C(OOC(=O)c1ccccc1)c1ccccc1, ClC(Cl)(Cl)Cl, Cc1ccc(-c2nc3ccccc3o2)cc1-c1cccc(C#N)c1. Product: N#Cc1cccc(-c2cc(-c3nc4ccccc4o3)ccc2CBr)c1. RXN SMILES: [Br:25][N:26]1[C:27](=[O:28])[CH2:29][CH2:30][C:31]1=[O:32].[C:33]([O:34][O:35][C:36](=[O:37])[c:38]1[cH:39][cH:40][cH:41][cH:42][cH:43]1)(=[O:44])[c:45]1[cH:46][cH:47][cH:48][cH:49][cH:50]1.[C:51]([Cl:52])([Cl:53])([Cl:54])[Cl:55].[o:1]1[c:2](-[c:10]2[cH:11][cH:12][c:13]([CH3:24])[c:14](-[c:16]3[cH:17][c:18]([C:22]#[N:23])[cH:19][cH:20][cH:21]3)[cH:15]2)[n:3][c:4]2[c:5]1[cH:6][cH:7][cH:8][cH:9]2>>[o:1]1[c:2](-[c:10]2[cH:11][cH:12][c:13]([CH2:24][Br:25])[c:14](-[c:16]3[cH:17][c:18]([C:22]#[N:23])[cH:19][cH:20][cH:21]3)[cH:15]2)[n:3][c:4]2[c:5]1[cH:6][cH:7][cH:8][cH:9]2. Starting materials: C(O)CN (Ethanolamine), ClC1=C(C=CC(=C1F)S(=O)(=O)C1=CC=C(C=C1)F)NC([C@@](C(F)(F)F)(C)O)=O ((R)-N-(2-chloro-3-fluoro-4-{4-fluorophenylsulphonyl}phenyl)-2-hydroxy-2-methyl-3,3,3-trifluoropropanamide). The solvent is CN1CCCC1=O (NMP), CO.C(Cl)Cl (MeOH DCM). Conditions: temperature 120 celsius. Product: ClC1=C(C=CC(=C1NCCO)S(=O)(=O)C1=CC=C(C=C1)F)NC([C@@](C(F)(F)F)(C)O)=O ((R)-N-[2-Chloro-3-(2-hydroxyethylamino)-4-(4-fluorophenylsulphonyl)phenyl]-2-hydroxy-2-methyl-3,3,3-trifluoropropanamide). The yield is 33.9%. Reaction SMILES: [CH2:1]([CH2:3][NH2:4])[OH:2].[Cl:5][C:6]1[C:11](F)=[C:10]([S:13]([C:16]2[CH:21]=[CH:20][C:19]([F:22])=[CH:18][CH:17]=2)(=[O:15])=[O:14])[CH:9]=[CH:8][C:7]=1[NH:23][C:24](=[O:32])[C@:25]([OH:31])([CH3:30])[C:26]([F:29])([F:28])[F:27]>CN1C(=O)CCC1.CO.C(Cl)Cl>[Cl:5][C:6]1[C:11]([NH:4][CH2:3][CH2:1][OH:2])=[C:10]([S:13]([C:16]2[CH:21]=[CH:20][C:19]([F:22])=[CH:18][CH:17]=2)(=[O:14])=[O:15])[CH:9]=[CH:8][C:7]=1[NH:23][C:24](=[O:32])[C@:25]([OH:31])([CH3:30])[C:26]([F:28])([F:29])[F:27] |f:3.4|. Reported procedure: Ethanolamine (47 mg, 2.5 eq) was added to a solution of (R)-N-(2-chloro-3-fluoro-4-{4-fluorophenylsulphonyl}phenyl)-2-hydroxy-2-methyl-3,3,3-trifluoropropanamide (Example 11) (135 mg) in NMP (1 ml) and the mixture was stirred and heated (oil bath 120° C.) under argon for 24 hours. The reaction mixture was cooled and partitioned between a saturated aqueous solution of ammonium chloride (10 ml) and ether (3×20 ml). The combined ether extracts were washed with water (50 ml), dried and concentrated ...